From a dataset of the Open Reaction Database (ORD), a public repository of structured organic reaction records. describe an organic reaction: reactants, conditions, products, and yield The reactants are CN(C)c1cc(Br)nc(Oc2cccc(C(F)(F)F)c2)c1, [Li]CCCC, CCOCC, O=C=O. The product is CN(C)c1cc(Oc2cccc(C(F)(F)F)c2)nc(C(=O)O)c1. As a reaction SMILES: [Br:1][c:2]1[n:3][c:4]([O:11][c:12]2[cH:13][c:14]([C:18]([F:19])([F:20])[F:21])[cH:15][cH:16][cH:17]2)[cH:5][c:6]([N:8]([CH3:9])[CH3:10])[cH:7]1.[CH2:22]([Li:23])[CH2:24][CH2:25][CH3:26].[CH3:30][CH2:31][O:32][CH2:33][CH3:34].[O:27]=[C:28]=[O:29]>>[c:2]1([C:28](=[O:27])[OH:29])[n:3][c:4]([O:11][c:12]2[cH:13][c:14]([C:18]([F:19])([F:20])[F:21])[cH:15][cH:16][cH:17]2)[cH:5][c:6]([N:8]([CH3:9])[CH3:10])[cH:7]1.